From a dataset of the Open Reaction Database (ORD), a public repository of structured organic reaction records. describe an organic reaction: reactants, conditions, products, and yield The solvent is C(C)OCC (ethyl ether), C(C)OCC (ethyl ether), C(C)(=O)O (acetic acid). Procedure: A mixture of 2-phenylmethyl-1,4,7,10, 13-penta(p-toluenesulfonyl)-1,4,7,10,13-pentaazacyclopentadecane prepared as in Example 6C (20.0 g, 0.0186 mole), phenol (8.75 g, 0.0929 mole) and 30% HBr in glacial acetic acid (250 ml) were heated in each of 2 sealed tubes in the dark at 120° C. for 16 h. Upon cooling to room temperature, a 1:1 mixture of ethanol and ethyl ether (250 ml) was added to each tube. The contents of the tubes were combined and ethyl ether (3 l) was added. The dark brown solid wa... Conditions: temperature 120 celsius. The product is C1(=CC=CC=C1)CC1NCCNCCNCCNCCNC1 (2-Phenylmethyl-1,4,7,10,13-pentaazacyclopentadecane). Starting materials: C(C)O (ethanol), C1(=CC=CC=C1)CC1N(CCN(CCN(CCN(CCN(C1)S(=O)(=O)C1=CC=C(C=C1)C)S(=O)(=O)C1=CC=C(C=C1)C)S(=O)(=O)C1=CC=C(C=C1)C)S(=O)(=O)C1=CC=C(C=C1)C)S(=O)(=O)C1=CC=C(C=C1)C (2-phenylmethyl-1,4,7,10, 13-penta(p-toluenesulfonyl)-1,4,7,10,13-pentaazacyclopentadecane), Br (HBr), Example 6C, C1(=CC=CC=C1)O (phenol). RXN SMILES: [C:1]1([CH2:7][CH:8]2[CH2:22][N:21](S(C3C=CC(C)=CC=3)(=O)=O)[CH2:20][CH2:19][N:18](S(C3C=CC(C)=CC=3)(=O)=O)[CH2:17][CH2:16][N:15](S(C3C=CC(C)=CC=3)(=O)=O)[CH2:14][CH2:13][N:12](S(C3C=CC(C)=CC=3)(=O)=O)[CH2:11][CH2:10][N:9]2S(C2C=CC(C)=CC=2)(=O)=O)[CH:6]=[CH:5][CH:4]=[CH:3][CH:2]=1.C1(O)C=CC=CC=1.Br.C(O)C>C(O)(=O)C.C(OCC)C>[C:1]1([CH2:7][CH:8]2[CH2:22][NH:21][CH2:20][CH2:19][NH:18][CH2:17][CH2:16][NH:15][CH2:14][CH2:13][NH:12][CH2:11][CH2:10][NH:9]2)[CH:2]=[CH:3][CH:4]=[CH:5][CH:6]=1. Isolated yield 39.0%. Reactants: COc1cc(C=O)ccc1OCc1ccccc1, [Mg+]Cc1ccccc1, CCOCC, [Cl-], C1CCOC1. The product is COc1cc(C(O)Cc2ccccc2)ccc1OCc1ccccc1. RXN SMILES: [CH2:1]([c:2]1[cH:3][cH:4][cH:5][cH:6][cH:7]1)[O:8][c:9]1[c:10]([O:17][CH3:18])[cH:11][c:12]([CH:13]=[O:14])[cH:15][cH:16]1.[CH2:20]([c:21]1[cH:22][cH:23][cH:24][cH:25][cH:26]1)[Mg+:27].[CH2:33]([O:34][CH2:35][CH3:36])[CH3:37].[Cl-:19].[O:28]1[CH2:29][CH2:30][CH2:31][CH2:32]1>>[CH2:1]([c:2]1[cH:3][cH:4][cH:5][cH:6][cH:7]1)[O:8][c:9]1[c:10]([O:17][CH3:18])[cH:11][c:12]([CH:13]([OH:14])[CH2:20][c:21]2[cH:22][cH:23][cH:24][cH:25][cH:26]2)[cH:15][cH:16]1. Reactants: C(C)OC(CC1=C(OC2=C1C=C(C=C2)CN(C)C)C)=O ((5-dimethylaminomethyl-2-methyl-benzofuran-3-yl)-acetic acid ethyl ester), N (ammonia). Run in CO (methanol). Reaction conditions: temperature 70 celsius, time 3 day. Product: CN(C)CC=1C=CC2=C(C(=C(O2)C)CC(=O)N)C1 (2-(5-Dimethylaminomethyl-2-methyl-benzofuran-3-yl)-acetamide). Yield: 90.0%. As a reaction SMILES: C([O:3][C:4](=O)[CH2:5][C:6]1[C:10]2[CH:11]=[C:12]([CH2:15][N:16]([CH3:18])[CH3:17])[CH:13]=[CH:14][C:9]=2[O:8][C:7]=1[CH3:19])C.[NH3:21]>CO>[CH3:17][N:16]([CH2:15][C:12]1[CH:13]=[CH:14][C:9]2[O:8][C:7]([CH3:19])=[C:6]([CH2:5][C:4]([NH2:21])=[O:3])[C:10]=2[CH:11]=1)[CH3:18]. Procedure details: A solution of (5-dimethylaminomethyl-2-methyl-benzofuran-3-yl)-acetic acid ethyl ester (744 mg, 2.70 mmol) in a mixture of methanol (5 mL) and liquid ammonia (40 mL) is stirred for 3 days in an autoclave at 70° C. After careful evaporation of the ammonia, the remaining solvent is evaporated in vacuo to afford the title compound as beige solid (662 mg, 2.42 mmol, 90%). 1H NMR (400 MHz, DMSO-d6, 298 K): δ=7.48 (bs, 1H), 7.42 (s, 1H), 7.36 (d, J=8.6 Hz, 1H), 7.11 (d, J=8.6 Hz, 1H), 6.93 (bs, 1H), 3... The reactants are ClC=1NC2=C(N1)C=CC=C2 (2-chlorobenzimidazole), FC(C=1C=C(C(C(=O)O)=CC1)N)(F)F (4-trifluoromethyl-anthranilic acid). Yields the product FC(C1=CC=C2C(N3C(=NC2=C1)NC1=C3C=CC=C1)=O)(F)F (3-Trifluoromethylbenzimidazo[2,1-b]quinazolin-12(6H)one). As a reaction SMILES: Cl[C:2]1[NH:3][C:4]2[CH:10]=[CH:9][CH:8]=[CH:7][C:5]=2[N:6]=1.[F:11][C:12]([F:24])([F:23])[C:13]1[CH:14]=[C:15]([NH2:22])[C:16](=[CH:20][CH:21]=1)[C:17](O)=[O:18]>>[F:11][C:12]([F:23])([F:24])[C:13]1[CH:14]=[C:15]2[C:16]([C:17](=[O:18])[N:6]3[C:5]4[CH:7]=[CH:8][CH:9]=[CH:10][C:4]=4[NH:3][C:2]3=[N:22]2)=[CH:20][CH:21]=1. Procedure: 3-Trifluoromethylbenzimidazo[2,1-b]quinazolin-12(6H)one is prepared with 2-chlorobenzimidazole and 4-trifluoromethyl-anthranilic acid. Starting materials: C(C1=CC=CC=C1)OC1=C(C(=O)OCC2=CC=CC=C2)C=CC(=C1)N(C(CN(S(=O)(=O)C1=CC=C(C=C1)C)C)=O)CC1=CC=C(C=C1)Br (Benzyl 2-(benzyloxy)-4-(N-(4-bromobenzyl)-2-(N,4-dimethylphenylsulfonamido) acetamido)benzoate), COC(=O)C1=CC=C(C=C1)B(O)O (4-(methoxycarbonyl)phenylboronic acid). Yields the product C(C1=CC=CC=C1)OC=1C=C(C=CC1C(=O)OCC1=CC=CC=C1)N(C(CN(S(=O)(=O)C1=CC=C(C=C1)C)C)=O)CC1=CC=C(C=C1)C1=CC=C(C=C1)C(=O)OC (Methyl 4′-((N-(3-(benzyloxy)-4-(benzyloxycarbonyl)phenyl)-2-(N,4-dimethylphenyl-sulfonamido)acetamido)methyl)biphenyl-4-carboxylate). As a reaction SMILES: [CH2:1]([O:8][C:9]1[CH:24]=[C:23]([N:25]([CH2:41][C:42]2[CH:47]=[CH:46][C:45](Br)=[CH:44][CH:43]=2)[C:26](=[O:40])[CH2:27][N:28]([CH3:39])[S:29]([C:32]2[CH:37]=[CH:36][C:35]([CH3:38])=[CH:34][CH:33]=2)(=[O:31])=[O:30])[CH:22]=[CH:21][C:10]=1[C:11]([O:13][CH2:14][C:15]1[CH:20]=[CH:19][CH:18]=[CH:17][CH:16]=1)=[O:12])[C:2]1[CH:7]=[CH:6][CH:5]=[CH:4][CH:3]=1.[CH3:49][O:50][C:51]([C:53]1[CH:58]=[CH:57][C:56](B(O)O)=[CH:55][CH:54]=1)=[O:52]>>[CH2:1]([O:8][C:9]1[CH:24]=[C:23]([N:25]([CH2:41][C:42]2[CH:47]=[CH:46][C:45]([C:56]3[CH:57]=[CH:58][C:53]([C:51]([O:50][CH3:49])=[O:52])=[CH:54][CH:55]=3)=[CH:44][CH:43]=2)[C:26](=[O:40])[CH2:27][N:28]([CH3:39])[S:29]([C:32]2[CH:37]=[CH:36][C:35]([CH3:38])=[CH:34][CH:33]=2)(=[O:31])=[O:30])[CH:22]=[CH:21][C:10]=1[C:11]([O:13][CH2:14][C:15]1[CH:20]=[CH:19][CH:18]=[CH:17][CH:16]=1)=[O:12])[C:2]1[CH:7]=[CH:6][CH:5]=[CH:4][CH:3]=1. Procedure: Aryl halide 9 was coupled to 4-(methoxycarbonyl)phenylboronic acid to give 31, on a 0.1 mmol scale via General Procedure H (53 mg, 52%): δH (400 MHz, CDCl3) 2.39 (s, 3H, CH3), 2.82 (s, 3H, CH3), 3.68 (s, 2H, CH2), 3.93 (s, 3H, CH3), 4.84 (s, 2H, CH2), 5.03 (s, 2H, CH2), 5.34 (s, 2H, CH2), 6.64 (s, 1H, CH), 6.68 (dd, J=8.4 and 1.2 Hz, 1H, CH), 7.19 (d, J=8.0 Hz, 2H, CH), 7.23-7.34 (m, 8H, CH), 7.37-7.40 (m, 2H, CH), 7.50-7.54 (m, 3H, CH), 7.60 (d, J=8.0 Hz, 2H, CH), 7.22 (d, J=8.4 Hz, 2H, CH), 7....